From a dataset of the Open Reaction Database (ORD), a public repository of structured organic reaction records. describe an organic reaction: reactants, conditions, products, and yield Reactants: BrC1=C(C=CC(=C1)C(F)(F)F)C(CC(=O)O)C1=CC=C(C=C1)F (3-(2-bromo-4-trifluoromethylphenyl)-3-(4'-fluorophenyl)-propanoic acid), C(CCC)[Li] (butyllithium), Cl (hydrochloric acid). The solvent is C(C)OCC (diethylether). Run at time 10 minute. Product: FC1=CC=C(C=C1)C1CC(C2=CC(=CC=C12)C(F)(F)F)=O (3-(4'-fluorophenyl)-6-trifluoromethyl-1-indanone). Yield: 76.4%. RXN SMILES: Br[C:2]1[CH:7]=[C:6]([C:8]([F:11])([F:10])[F:9])[CH:5]=[CH:4][C:3]=1[CH:12]([C:17]1[CH:22]=[CH:21][C:20]([F:23])=[CH:19][CH:18]=1)[CH2:13][C:14](O)=[O:15].C([Li])CCC.Cl>C(OCC)C>[F:23][C:20]1[CH:19]=[CH:18][C:17]([CH:12]2[C:3]3[C:4](=[CH:5][C:6]([C:8]([F:11])([F:10])[F:9])=[CH:7][CH:2]=3)[C:14](=[O:15])[CH2:13]2)=[CH:22][CH:21]=1. Procedure details: To a solution of 40 grams of 3-(2-bromo-4-trifluoromethylphenyl)-3-(4'-fluorophenyl)-propanoic acid in 750 milliliters of dry diethylether were added dropwise 90 milliliters of butyllithium (20% in hexane). The temperature was kept between -2 and -5 degrees Centigrade, and the addition time was about 10 minutes. The reaction mixture was stirred at zero degrees Centigrade for 11/2 hours; and then 400 milliliters of 2 N hydrochloric acid were added. The orgranic phase was separated and extracted t... The reactants are [Na] (sodium), C(#N)C1=CC=C(C=C1)C(C=O)=COC (2-(4-cyanophenyl)-3-methoxyacrolein), Cl.C(N)(=N)C1=CC=C(C(=O)N)C=C1 (4-amidinobenzamide hydrochloride). The solvent is CO (methanol), CO (methanol). Run at time 2 hour. Yields the product C(#N)C1=CC=C(C=C1)C=1C=NC(=NC1)C1=CC=C(C(=O)N)C=C1 (4-[5-(4-Cyanophenyl)-2-pyrimidinyl]benzamide). As a reaction SMILES: [Na].Cl.[C:3]([C:6]1[CH:14]=[CH:13][C:9]([C:10]([NH2:12])=[O:11])=[CH:8][CH:7]=1)(=[NH:5])[NH2:4].[C:15]([C:17]1[CH:22]=[CH:21][C:20]([C:23](=[CH:26]OC)[CH:24]=O)=[CH:19][CH:18]=1)#[N:16]>CO>[C:15]([C:17]1[CH:22]=[CH:21][C:20]([C:23]2[CH:24]=[N:5][C:3]([C:6]3[CH:14]=[CH:13][C:9]([C:10]([NH2:12])=[O:11])=[CH:8][CH:7]=3)=[N:4][CH:26]=2)=[CH:19][CH:18]=1)#[N:16] |f:1.2,^1:0|. Reported procedure: 247 mg of sodium are treated at room temperature with 10 ml of methanol. After 15 minutes the solution obtained is treated at room temperature with 1.58 g of 4-amidinobenzamide hydrochloride. A white suspension forms and this is treated dropwise at room temperature within 10 minutes with a solution of 1.42 g of 2-(4-cyanophenyl)-3-methoxyacrolein in 50 ml of methanol. The reaction mixture is stirred at room temperature for a further 2 hours and then suction filtered. The residue is washed with w...